Dataset: the Open Reaction Database (ORD), a public repository of structured organic reaction records. Task: describe an organic reaction: reactants, conditions, products, and yield The reactants are C1(CC1)N1C=C(C(C2=CC(=C(N=C12)N1CCNCC1)F)=O)C(=O)O (1-cyclopropyl-6-fluoro-1,4-dihydro-4-oxo-7-(1-piperazinyl)-1,8-naphthyridine-3-carboxylic acid), C=O (formalin). Solvent: C(=O)O (formic acid). Product: C1(CC1)N1C=C(C(C2=CC(=C(N=C12)N1CCN(CC1)C)F)=O)C(=O)O (1-Cyclopropyl-6-fluoro-1,4-dihydro-7-(4-methyl-1-piperazinyl)-4-oxo-1,8-naphthyridine-3-carboxylic acid). RXN SMILES: [CH:1]1([N:4]2[C:13]3[C:8](=[CH:9][C:10]([F:20])=[C:11]([N:14]4[CH2:19][CH2:18][NH:17][CH2:16][CH2:15]4)[N:12]=3)[C:7](=[O:21])[C:6]([C:22]([OH:24])=[O:23])=[CH:5]2)[CH2:3][CH2:2]1.[CH2:25]=O>C(O)=O>[CH:1]1([N:4]2[C:13]3[C:8](=[CH:9][C:10]([F:20])=[C:11]([N:14]4[CH2:15][CH2:16][N:17]([CH3:25])[CH2:18][CH2:19]4)[N:12]=3)[C:7](=[O:21])[C:6]([C:22]([OH:24])=[O:23])=[CH:5]2)[CH2:2][CH2:3]1. Procedure: A suspension of 1.3 g (4.0 mmole) of 1-cyclopropyl-6-fluoro-1,4-dihydro-4-oxo-7-(1-piperazinyl)-1,8-naphthyridine-3-carboxylic acid, 13.3 ml of 37% formalin and 13.3 ml of 88% formic acid was refluxed for four hours. The resulting solution was evaporated in vacuo. The residue was suspended in aqueous ethanol, the resulting precipitate removed by filtration, washed with water and dried in vacuo to give 1.24 g of the title compound, mp 236°-237° C. Reactants: C(CC(=O)C)(=O)OC (methyl acetoacetate), C(C)(C)(C)[Si](OCCOC1=CC=C(C=C1)C(CCC1=CC=CC=C1)=O)(C)C (1-{4-[2-(tert-Butyl-dimethyl-silanyloxy)-ethoxy]-phenyl}-3-phenyl-propan-1-one), [H-].[Na+] (sodium hydride), C(CCC)[Li] (n-butyllithium). Solvent: C1CCOC1 (THF). Product: C(C)(C)(C)[Si](OCCOC1=CC=C(C=C1)C1(CC(=CC(O1)=O)O)CCC1=CC=CC=C1)(C)C (6-{4-[2-(tert-Butyl-dimethyl-silanyloxy)-ethoxy]-phenyl}-4-hydroxy-6-phenethyl-5,6-dihydro-pyran-2-one). As a reaction SMILES: [C:1](OC)(=[O:6])[CH2:2][C:3]([CH3:5])=[O:4].[H-].[Na+].C([Li])CCC.[C:16]([Si:20]([CH3:42])([CH3:41])[O:21][CH2:22][CH2:23][O:24][C:25]1[CH:30]=[CH:29][C:28]([C:31](=[O:40])[CH2:32][CH2:33][C:34]2[CH:39]=[CH:38][CH:37]=[CH:36][CH:35]=2)=[CH:27][CH:26]=1)([CH3:19])([CH3:18])[CH3:17]>C1COCC1>[C:16]([Si:20]([CH3:42])([CH3:41])[O:21][CH2:22][CH2:23][O:24][C:25]1[CH:26]=[CH:27][C:28]([C:31]2([CH2:32][CH2:33][C:34]3[CH:39]=[CH:38][CH:37]=[CH:36][CH:35]=3)[O:40][C:1](=[O:6])[CH:2]=[C:3]([OH:4])[CH2:5]2)=[CH:29][CH:30]=1)([CH3:18])([CH3:17])[CH3:19] |f:1.2|. Procedure: The title compound was prepared as described in General Methods 6 and 7 using 2.5 mL (23.2 mmol) of methyl acetoacetate, 0.96 g (24 mmol) of 60% sodium hydride, 15 mL (24 mmol) of 1.6M n-butyllithium, 4.5 g (11.7 mmol) of 1-{4-[2-(tert-butyl-dimethyl-silanyloxy)-ethoxyl -phenyl}-3-phenyl-propan-1-one from Example O and 100 mL of THF. Purification by silica gel chromatography, eluting with EtOAc:hexane (25:75 to 50:50) gave the title compound. 1H NMR (CDCl3) δ 0.0 (s, 6 H), 0.81 (s, 9 H), 2.17 (m... Starting materials: BrCCCCBr, O=C1CCc2cc(O)ccc2N1. Yields the product O=C1CCc2cc(OCCCCBr)ccc2N1. Reaction SMILES: [Br:13][CH2:14][CH2:15][CH2:16][CH2:17][Br:18].[OH:1][c:2]1[cH:3][c:4]2[c:9]([cH:10][cH:11]1)[NH:8][C:7](=[O:12])[CH2:6][CH2:5]2>>[O:1]([c:2]1[cH:3][c:4]2[c:9]([cH:10][cH:11]1)[NH:8][C:7](=[O:12])[CH2:6][CH2:5]2)[CH2:17][CH2:16][CH2:15][CH2:14][Br:13]. The reactants are Cl, ClI, CC(C)(C)c1cc(CN)c(O)cn1, [NH4+], [OH-], O. Yields the product CC(C)(C)c1cc(CN)c(O)c(I)n1. RXN SMILES: [ClH:18].[I:1][Cl:2].[NH2:3][CH2:4][c:5]1[c:6]([OH:15])[cH:7][n:8][c:9]([C:11]([CH3:12])([CH3:13])[CH3:14])[cH:10]1.[NH4+:16].[OH-:17].[OH2:19]>>[I:1][c:7]1[c:6]([OH:15])[c:5]([CH2:4][NH2:3])[cH:10][c:9]([C:11]([CH3:12])([CH3:13])[CH3:14])[n:8]1. Reactants: N#CCC(N)=O, Cl, O=[N+]([O-])c1ccccc1F, [H-], [Na+], CN(C)C=O. Yields the product N#CC(C(N)=O)c1ccccc1[N+](=O)[O-]. As a reaction SMILES: [C:3](#[N:4])[CH2:5][C:6](=[O:7])[NH2:8].[ClH:19].[F:9][c:10]1[c:11]([N+:16](=[O:17])[O-:18])[cH:12][cH:13][cH:14][cH:15]1.[H-:2].[Na+:1].[O:20]=[CH:21][N:22]([CH3:23])[CH3:24]>>[C:3](#[N:4])[CH:5]([C:6](=[O:7])[NH2:8])[c:10]1[c:11]([N+:16](=[O:17])[O-:18])[cH:12][cH:13][cH:14][cH:15]1. The reactants are N1(C=NC=C1)CC(COCC1=CC=C(C=C1)OC)=O (1-(1H-imidazol-1-yl)-3-[(4-methoxyphenyl)methoxy]-2-propanone), O (water), 5-(carboxypentyl) triphenylphosphonium bromide, CC(C)([O-])C.[K+] (potassium t-butoxide). Solvent: O1CCCC1 (tetrahydrofuran), O1CCCC1 (tetrahydrofuran). Reaction conditions: time 2 hour. Product: N1(C=NC=C1)CC(=CCCCCC(=O)O)COCC1=CC=C(C=C1)OC (8-(1H-Imidazol-1-yl)-7-[[(4-methoxyphenyl)methoxy]methyl]-6-octenoic acid). Reaction SMILES: C[C:2]([CH3:5])([O-:4])C.[K+].[N:7]1([CH2:12][C:13](=O)[CH2:14][O:15][CH2:16][C:17]2[CH:22]=[CH:21][C:20]([O:23][CH3:24])=[CH:19][CH:18]=2)[CH:11]=[CH:10][N:9]=[CH:8]1.[OH2:26]>O1CCCC1>[N:7]1([CH2:12][C:13]([CH2:14][O:15][CH2:16][C:17]2[CH:22]=[CH:21][C:20]([O:23][CH3:24])=[CH:19][CH:18]=2)=[CH:16][CH2:17][CH2:18][CH2:19][CH2:5][C:2]([OH:26])=[O:4])[CH:11]=[CH:10][N:9]=[CH:8]1 |f:0.1|. Procedure: A stirred suspension containing 5-(carboxypentyl) triphenylphosphonium bromide (22 g, 0.048 mol) in dry tetrahydrofuran (100 ml) at 0° C. under a nitrogen atmosphere was treated with potassium t-butoxide (11.2 g, 0.10 mol) and stirred for 2 hours at room temperature. The resulting orange mixture was cooled to 0° C. and treated with a solution of 1-(1H-imidazol-1-yl)-3-[(4-methoxyphenyl)methoxy]-2-propanone (as prepared in Example 1c, 6.4 g, 0.025 mol) in dry tetrahydrofuran (25 ml). The reaction... The reactants are CC(=O)O, NC1CC1, O=Cc1ccncc1N1CCN(c2ccc3ncsc3c2)C1=O. Product: O=C1N(c2ccc3ncsc3c2)CCN1c1cnccc1CNC1CC1. Reaction SMILES: [CH3:28][C:29](=[O:30])[OH:31].[CH:24]1([NH2:27])[CH2:25][CH2:26]1.[s:1]1[cH:2][n:3][c:4]2[c:5]1[cH:6][c:7]([N:10]1[C:11](=[O:23])[N:12]([c:15]3[cH:16][n:17][cH:18][cH:19][c:20]3[CH:21]=[O:22])[CH2:13][CH2:14]1)[cH:8][cH:9]2>>[s:1]1[cH:2][n:3][c:4]2[c:5]1[cH:6][c:7]([N:10]1[C:11](=[O:23])[N:12]([c:15]3[cH:16][n:17][cH:18][cH:19][c:20]3[CH2:21][NH:27][CH:24]3[CH2:25][CH2:26]3)[CH2:13][CH2:14]1)[cH:8][cH:9]2. As a reaction SMILES: [O:1]1[C:5]2([CH2:10][CH2:9][NH:8][CH2:7][CH2:6]2)[O:4][CH2:3][CH2:2]1.[CH2:11]([O:18][C:19]1[CH:24]=[CH:23][C:22](I)=[CH:21][CH:20]=1)[C:12]1[CH:17]=[CH:16][CH:15]=[CH:14][CH:13]=1.CC(C)([O-])C.[Na+].O1CCOCC1>C(OCC)(=O)C.CC([O-])=O.CC([O-])=O.[Pd+2].C1(C2C=CC=CC=2)C=CC=CC=1P(C1CCCCC1)C1CCCCC1>[CH2:11]([O:18][C:19]1[CH:24]=[CH:23][C:22]([N:8]2[CH2:9][CH2:10][C:5]3([O:4][CH2:3][CH2:2][O:1]3)[CH2:6][CH2:7]2)=[CH:21][CH:20]=1)[C:12]1[CH:17]=[CH:16][CH:15]=[CH:14][CH:13]=1 |f:2.3,6.7.8|. Yield: 73.6%. The reagents and catalysts are CC(=O)[O-].CC(=O)[O-].[Pd+2] (Pd(OAc)2), C1(=C(C=CC=C1)P(C1CCCCC1)C1CCCCC1)C1=CC=CC=C1 (biphenyl-2-yl(dicyclohexyl) phosphine). Run in C(C)(=O)OCC (ethyl acetate). The reactants are O1CCOCC1 (1,4-dioxane), O1CCOC12CCNCC2 (1,4-Dioxa-8-azaspiro[4,5]decane), C(C1=CC=CC=C1)OC1=CC=C(C=C1)I (1-(benzyloxy)-4-iodobenzene), CC(C)([O-])C.[Na+] (sodium tert-butoxide). Procedure details: 1,4-Dioxa-8-azaspiro[4,5]decane (653 g, 4.56 mol), 1-(benzyloxy)-4-iodobenzene (1 kg, 3.8 mol), sodium tert-butoxide (511 g, 5.32 mol), Pd(OAc)2 (17 g, 76 mmol) and biphenyl-2-yl(dicyclohexyl) phosphine (54 g, 152 mmol) were mixed, and 1,4-dioxane, this was stirred overnight at 80° C. in a nitrogen atmosphere. The reaction solution was cooled with ice, diluted with ethyl acetate, washed with water and saturated saline in that order, and the organic layer was dried with sodium sulfate. The solven... Product: C(C1=CC=CC=C1)OC1=CC=C(C=C1)N1CCC2(OCCO2)CC1 (8-[4-(benzyloxy)phenyl]-1,4-dioxa-8-azaspiro[4,5]decane).